This data is from the Open Reaction Database (ORD), a public repository of structured organic reaction records. The task is: describe an organic reaction: reactants, conditions, products, and yield Reactants: CCCCCCCNCCc1ccc(CC(C)(C)C(=O)O)cc1, Cc1ccccc1, CCN(C(C)C)C(C)C, Cl, O=C=Nc1ccc(F)cc1F. Product: CCCCCCCN(CCc1ccc(CC(C)(C)C(=O)O)cc1)C(=O)Nc1ccc(F)cc1F. As a reaction SMILES: [CH2:1]([CH2:2][CH2:3][CH2:4][CH2:5][CH2:6][CH3:7])[NH:8][CH2:9][CH2:10][c:11]1[cH:12][cH:13][c:14]([CH2:17][C:18]([C:19](=[O:20])[OH:21])([CH3:22])[CH3:23])[cH:15][cH:16]1.[CH3:45][c:46]1[cH:47][cH:48][cH:49][cH:50][cH:51]1.[CH:24]([N:25]([CH2:26][CH3:27])[CH:28]([CH3:29])[CH3:30])([CH3:31])[CH3:32].[ClH:44].[F:33][c:34]1[c:35]([N:41]=[C:42]=[O:43])[cH:36][cH:37][c:38]([F:40])[cH:39]1>>[CH2:1]([CH2:2][CH2:3][CH2:4][CH2:5][CH2:6][CH3:7])[N:8]([CH2:9][CH2:10][c:11]1[cH:12][cH:13][c:14]([CH2:17][C:18]([C:19](=[O:20])[OH:21])([CH3:22])[CH3:23])[cH:15][cH:16]1)[C:42]([NH:41][c:35]1[c:34]([F:33])[cH:39][c:38]([F:40])[cH:37][cH:36]1)=[O:43]. Reactants: C([O-])(O)=O.[Na+] (sodium bicarbonate), N12CCCCCC2=NCCC1 (1,8-diazabicyclo[5.4.0]undec-7-ene), N1(CCCCC1)CCOC=1C=C2C=C(NC2=CC1)C1=NNC2=CC=C(C=C12)O (3-[5-(2-piperidin-1-ylethoxy)-1H-indol-2-yl]-1H-indazol-5-ol), [N+](=O)([O-])C1=CC=C(C=C1)OP(OC1=CC=C(C=C1)[N+](=O)[O-])(=O)C (methylphosphonic acid bis-(4-nitrophenyl) ester), N12CCCCCC2=NCCC1 (1,8-diazabicyclo[5.4.0]undec-7-ene). Solvent: ClCCl (dichloromethane), ClCCl (dichloromethane), CO (methanol). Reaction conditions: time 16 hour. Yields the product COP(O)(=O)C=1C=C2C(=NNC2=CC1)C=1NC2=CC=C(C=C2C1)OCCN1CCCCC1 (3-[5-(2-piperidin-1-ylethoxy)-1H-indol-2-yl]-1H-indazol-5-ylphosphonic acid methyl ester). The yield is 38.2%. Reaction SMILES: N12CCCN=C1CCCCC2.[N:12]1([CH2:18][CH2:19][O:20][C:21]2[CH:22]=[C:23]3[C:27](=[CH:28][CH:29]=2)[NH:26][C:25]([C:30]2[C:38]4[C:33](=[CH:34][CH:35]=[C:36](O)[CH:37]=4)[NH:32][N:31]=2)=[CH:24]3)[CH2:17][CH2:16][CH2:15][CH2:14][CH2:13]1.[N+](C1C=C[C:46]([O:49][P:50](C)(=[O:61])[O:51]C2C=CC([N+]([O-])=O)=CC=2)=CC=1)([O-])=O.C(=O)(O)[O-].[Na+]>ClCCl.CO>[CH3:46][O:49][P:50]([C:36]1[CH:37]=[C:38]2[C:33](=[CH:34][CH:35]=1)[NH:32][N:31]=[C:30]2[C:25]1[NH:26][C:27]2[C:23]([CH:24]=1)=[CH:22][C:21]([O:20][CH2:19][CH2:18][N:12]1[CH2:17][CH2:16][CH2:15][CH2:14][CH2:13]1)=[CH:29][CH:28]=2)(=[O:51])[OH:61] |f:3.4|. Reported procedure: 77 μl of 1,8-diazabicyclo[5.4.0]undec-7-ene are added to a solution of 193 mg of 3-[5-(2-piperidin-1-ylethoxy)-1H-indol-2-yl]-1H-indazol-5-ol and 173.5 mg of methylphosphonic acid bis-(4-nitrophenyl) ester in 10 ml of dichloromethane and the mixture is allowed to react at 20° C. After reaction for three hours, 300 μl of methanol and then 77 μl of 1,8-diazabicyclo[5.4.0]undec-7-ene are added and the reaction is continued at 20° C. for 16 hours. The reaction medium is then taken up in a mixture of...